Task: describe an organic reaction: reactants, conditions, products, and yield. Dataset: the Open Reaction Database (ORD), a public repository of structured organic reaction records The reactants are CSC1CC(N1)=O (4-methylthioazetidin-2-one), C(C)(=O)OC(C)=O (acetic anhydride). Solvent: N1=CC=CC=C1 (pyridine). Conditions: time 24 hour. Product: C(C)(=O)N1C(CC1SC)=O (1-acetyl-4-methylthioazetidine-2-one). Yield: 78.0%. RXN SMILES: [CH3:1][S:2][CH:3]1[NH:6][C:5](=[O:7])[CH2:4]1.[C:8](OC(=O)C)(=[O:10])[CH3:9]>N1C=CC=CC=1>[C:8]([N:6]1[CH:3]([S:2][CH3:1])[CH2:4][C:5]1=[O:7])(=[O:10])[CH3:9]. Procedure: A mixture of 300 mg (2.6 mM) 4-methylthioazetidin-2-one, 10 ml acetic anhydride and 10 ml pyridine was stirred at 100° in a sealed tube 24 hours. After concentrating in vacuo, the residue was chromatographed on silica gel in hexane/ethyl acetate to yield 324 mg (78%) of 1-acetyl-4-methylthioazetidine-2-one.